From a dataset of the Open Reaction Database (ORD), a public repository of structured organic reaction records. describe an organic reaction: reactants, conditions, products, and yield The product is Cl.C(#N)C1=CC(=C(NC2=NC=NC3=CC(=C(C=C23)OC)OCCCN2CCOCC2)C=C1)F (4-(4-cyano-2-fluoroanilino)-6-methoxy 7-(3-morpholinopropoxy)quinazoline hydrochloride). Run in C(C)(C)O (isopropanol). Isolated yield 44.0%. Reactants: Cl (hydrogen chloride), ClC1=NC=NC2=CC(=C(C=C12)OC)OCCCN1CCOCC1 (4-chloro-6-methoxy-7-(3-morpholinopropoxy)quinazoline), C(#N)C1=CC(=C(N)C=C1)F (4-cyano-2-fluoroaniline). Reaction SMILES: Cl.[Cl:2][C:3]1[C:12]2[C:7](=[CH:8][C:9]([O:15][CH2:16][CH2:17][CH2:18][N:19]3[CH2:24][CH2:23][O:22][CH2:21][CH2:20]3)=[C:10]([O:13][CH3:14])[CH:11]=2)[N:6]=[CH:5][N:4]=1.[C:25]([C:27]1[CH:33]=[CH:32][C:30]([NH2:31])=[C:29]([F:34])[CH:28]=1)#[N:26]>C(O)(C)C>[ClH:2].[C:25]([C:27]1[CH:33]=[CH:32][C:30]([NH:31][C:3]2[C:12]3[C:7](=[CH:8][C:9]([O:15][CH2:16][CH2:17][CH2:18][N:19]4[CH2:24][CH2:23][O:22][CH2:21][CH2:20]4)=[C:10]([O:13][CH3:14])[CH:11]=3)[N:6]=[CH:5][N:4]=2)=[C:29]([F:34])[CH:28]=1)#[N:26] |f:4.5|. Conditions: temperature 80 celsius, time 8 hour. Procedure: 5M Isopropanolic hydrogen chloride (1.5 ml) was added to a solution of 4-chloro-6-methoxy-7-(3-morpholinopropoxy)quinazoline (202 mg, 0.6 mmol), (prepared as described for the starting material in Example 18), and 4-cyano-2-fluoroaniline (100 mg, 0.72 mmol), (U.S. Pat. No. 4,120,693), in isopropanol (5 ml) heated at 50° C. The mixture was then heated at 80° C. for 2 hours, allowed to cool to ambient temperature and left standing overnight. The resulting precipitate was collected by filtration an... Reactants: O (water), FC(C=1C=C(C=CC1)C1=CC2=C(NC(=N2)NC(=O)C=2N=C3N(N=C(C=C3)Cl)C2)C=C1)(F)F (6-chloro-imidazo[1,2-b]pyridazine-2-carboxylic acid [5-(3-trifluoromethyl-phenyl)-1H-benzoimidazol-2-yl]-amide), N1(CCOCC1)CCO (2-morpholin-4-yl-ethanol), [H-].[Na+] (NaH). Solvent: CN(C)C=O (DMF). Conditions: time 1 hour. The product is FC(C=1C=C(C=CC1)C1=CC2=C(NC(=N2)NC(=O)C=2N=C3N(N=C(C=C3)OCCN3CCOCC3)C2)C=C1)(F)F (6-(2-morpholin-4-yl-ethoxy)-imidazo[1,2-b]pyridazine-2-carboxylic acid [5-(3-trifluoromethyl-phenyl)-1H-benzoimidazol-2-yl]-amide). As a reaction SMILES: [F:1][C:2]([F:32])([F:31])[C:3]1[CH:4]=[C:5]([C:9]2[CH:30]=[CH:29][C:12]3[NH:13][C:14]([NH:16][C:17]([C:19]4[N:20]=[C:21]5[CH:26]=[CH:25][C:24](Cl)=[N:23][N:22]5[CH:28]=4)=[O:18])=[N:15][C:11]=3[CH:10]=2)[CH:6]=[CH:7][CH:8]=1.[N:33]1([CH2:39][CH2:40][OH:41])[CH2:38][CH2:37][O:36][CH2:35][CH2:34]1.[H-].[Na+].O>CN(C=O)C>[F:1][C:2]([F:32])([F:31])[C:3]1[CH:4]=[C:5]([C:9]2[CH:30]=[CH:29][C:12]3[NH:13][C:14]([NH:16][C:17]([C:19]4[N:20]=[C:21]5[CH:26]=[CH:25][C:24]([O:41][CH2:40][CH2:39][N:33]6[CH2:38][CH2:37][O:36][CH2:35][CH2:34]6)=[N:23][N:22]5[CH:28]=4)=[O:18])=[N:15][C:11]=3[CH:10]=2)[CH:6]=[CH:7][CH:8]=1 |f:2.3|. Reported procedure: To a stirred mixture of 6-chloro-imidazo[1,2-b]pyridazine-2-carboxylic acid [5-(3-trifluoromethyl-phenyl)-1H-benzoimidazol-2-yl]-amide (100 mg) and 2-morpholin-4-yl-ethanol (250 μL) in dry DMF (1 mL) was added NaH (100 mg, 60% dispersion in mineral oil) and the mixture was stirred at room temperature for 1 h. To this was added water (20 mL) and the reaction mixture stirred for 10 minutes. The precipitated solid was filtered and purified by column chromatography (12 g pre-packed silica gel column... Starting materials: C(C1=CC=CC=C1)OC=1C=C2C=CN(C2=CC1)C1=CC=C(C=C1)F (5-Benzyloxy-1-(4-fluoro-phenyl)-1H-indole), 5. The reagents and catalysts are [Pd] (Pd/C). Solvent: C(C)O (ethanol). Yields the product FC1=CC=C(C=C1)N1C=CC2=CC(=CC=C12)O (1-(4-Fluoro-phenyl) -1H-indol-5-ol). Yield: 70.0%. As a reaction SMILES: C([O:8][C:9]1[CH:10]=[C:11]2[C:15](=[CH:16][CH:17]=1)[N:14]([C:18]1[CH:23]=[CH:22][C:21]([F:24])=[CH:20][CH:19]=1)[CH:13]=[CH:12]2)C1C=CC=CC=1>C(O)C.[Pd]>[F:24][C:21]1[CH:22]=[CH:23][C:18]([N:14]2[C:15]3[C:11](=[CH:10][C:9]([OH:8])=[CH:17][CH:16]=3)[CH:12]=[CH:13]2)=[CH:19][CH:20]=1. Procedure details: 13.2 g (41.5 mmol) 5-Benzyloxy-1-(4-fluoro-phenyl)-1H-indole in 150 ml ethanol were hydrogenated in the presence of 200 mg 5%Pd/C to yield 6.6 g (70%) 1-(4-Fluoro-phenyl) -1H-indol-5-ol as white solid, MS: 227 (M).